Dataset: the Open Reaction Database (ORD), a public repository of structured organic reaction records. Task: describe an organic reaction: reactants, conditions, products, and yield The reactants are N1N=CN=C1S(=O)(=O)Cl (1H-1,2,4-triazole-5-sulfonyl chloride), O (water), ClC1=CC=C(C=C1)C=1N(C(NN1)=O)C1CC1 (5-(4-chlorophenyl)-4-cyclopropyl-2,4-dihydro-3H-1,2,4-triazol-3-one), CC(C)([O-])C.[K+] (potassium tert-butoxide). Solvent: C1CCOC1 (THF), C1CCOC1 (THF). Conditions: time 30 minute. Yields the product ClC1=CC=C(C=C1)C=1N(C(N(N1)S(=O)(=O)C1=NC=NN1)=O)C1CC1 (5-(4-Chlorophenyl)-4-cyclopropyl-2-(1H-1,2,4-triazol-5-ylsulfonyl)-2,4-dihydro-3H-1,2,4-triazol-3-one). As a reaction SMILES: [Cl:1][C:2]1[CH:7]=[CH:6][C:5]([C:8]2[N:9]([CH:14]3[CH2:16][CH2:15]3)[C:10](=[O:13])[NH:11][N:12]=2)=[CH:4][CH:3]=1.CC(C)([O-])C.[K+].[NH:23]1[C:27]([S:28](Cl)(=[O:30])=[O:29])=[N:26][CH:25]=[N:24]1.O>C1COCC1>[Cl:1][C:2]1[CH:3]=[CH:4][C:5]([C:8]2[N:9]([CH:14]3[CH2:16][CH2:15]3)[C:10](=[O:13])[N:11]([S:28]([C:27]3[NH:23][N:24]=[CH:25][N:26]=3)(=[O:30])=[O:29])[N:12]=2)=[CH:6][CH:7]=1 |f:1.2|. Reported procedure: 300 mg (1.27 mmol) of 5-(4-chlorophenyl)-4-cyclopropyl-2,4-dihydro-3H-1,2,4-triazol-3-one [preparation according to WO 2007/134862 Example 36A] were dissolved in 10 ml of THF, and 143 mg (1.27 mmol) of potassium tert-butoxide were added at −78° C. Over a period of 30 min, the reaction mixture was warmed to RT, and the mixture was stirred at this temperature for a further 20 min. The mixture was then once more cooled to −78° C., and 213 mg (1.27 mmol) of 1H-1,2,4-triazole-5-sulfonyl chloride, dis... The reactants are Oc1ccccc1Br, [Na+], [OH-], CCOS(=O)(=O)OCC. The product is CCOc1ccccc1Br. As a reaction SMILES: [Br:1][c:2]1[c:3]([OH:8])[cH:4][cH:5][cH:6][cH:7]1.[Na+:19].[OH-:18].[S:9]([O:10][CH2:11][CH3:12])([O:15][CH2:13][CH3:14])(=[O:16])=[O:17]>>[Br:1][c:2]1[c:3]([O:8][CH2:13][CH3:14])[cH:4][cH:5][cH:6][cH:7]1. As a reaction SMILES: F[C:2]1[C:8]([C:9]([F:12])([F:11])[F:10])=[CH:7][CH:6]=[CH:5][C:3]=1[NH2:4].SC1SC2C(C(F)(F)F)=CC=CC=2N=1.[Cl:27][C:28]1[S:29]C2C=CC(Cl)=CC=2N=1>>[Cl:27][C:28]1[S:29][C:2]2[C:8]([C:9]([F:12])([F:11])[F:10])=[CH:7][CH:6]=[CH:5][C:3]=2[N:4]=1. Procedure details: The title compound was prepared from 2-fluoro-3-trifluoromethylaniline via 2-mercapto-7-trifluoromethyl-1,3-benzothiazole as described for 2,5-dichloro-1,3-benzothiazole except that in the first step the reaction mixture was heated to 90° C. for 4 h. Reaction conditions: temperature 90 celsius. Starting materials: FC1=C(N)C=CC=C1C(F)(F)F (2-fluoro-3-trifluoromethylaniline), SC=1SC2=C(N1)C=CC=C2C(F)(F)F (2-mercapto-7-trifluoromethyl-1,3-benzothiazole), ClC=1SC2=C(N1)C=C(C=C2)Cl (2,5-dichloro-1,3-benzothiazole). Product: ClC=1SC2=C(N1)C=CC=C2C(F)(F)F (2-Chloro-7-trifluoromethyl-1,3-benzothiazole). The reactants are C1(=CC(=CC=C1)C=1C(=CC(NC1)=O)C1=CC=NC=C1)C (5-m-tolyl-1H-[4,4′]bipyridinyl-2-one), O=P(Cl)(Cl)Cl (POCl3). Product: ClC1=NC=C(C(=C1)C1=CC=NC=C1)C1=CC(=CC=C1)C (2-chloro-5-(3-methylphenyl)-4-(4-pyridyl)pyridine). RXN SMILES: [C:1]1([CH3:20])[CH:6]=[CH:5][CH:4]=[C:3]([C:7]2[C:8]([C:14]3[CH:19]=[CH:18][N:17]=[CH:16][CH:15]=3)=[CH:9][C:10](=O)[NH:11][CH:12]=2)[CH:2]=1.O=P(Cl)(Cl)[Cl:23]>>[Cl:23][C:10]1[CH:9]=[C:8]([C:14]2[CH:19]=[CH:18][N:17]=[CH:16][CH:15]=2)[C:7]([C:3]2[CH:4]=[CH:5][CH:6]=[C:1]([CH3:20])[CH:2]=2)=[CH:12][N:11]=1. Procedure details: 5-m-tolyl-1H-[4,4′]bipyridinyl-2-one (262 mg, 1.0 mmole) in POCl3 (5 mL) was heated to 105° C. for 12 hr. POCl3 was removed under reduced pressure. The residue was diluted with methylene chloride and was carefully quenched with aqueous sodium carbonate. Standard work up, followed by purification (silica gel, hexane/ethyl acetate) gave the title compound. MS (m/z): Calcd. C17H13N2Cl (M+): 280.5, found (M+H)+: 281.0 and 283.1. Starting materials: Cl (hydrochloride), NC=1SC=C(N1)C1=CC=C(C=C1)OCC1=CC=C(C=C1)Cl (2-amino-4-[4-(4-chlorobenzyloxy)phenyl]thiazole), C(C)(=O)OC(C)=O (acetic anhydride), O (Water). Run in N1=CC=CC=C1 (pyridine). Run at time 2 hour. The product is C(C)(=O)NC=1SC=C(N1)C1=CC=C(C=C1)OCC1=CC=C(C=C1)Cl (2-acetylamino-4-[4-(4-chlorobenzyloxy)phenyl]thiazole). The yield is 95.0%. Reaction SMILES: Cl.[NH2:2][C:3]1[S:4][CH:5]=[C:6]([C:8]2[CH:13]=[CH:12][C:11]([O:14][CH2:15][C:16]3[CH:21]=[CH:20][C:19]([Cl:22])=[CH:18][CH:17]=3)=[CH:10][CH:9]=2)[N:7]=1.[C:23](OC(=O)C)(=[O:25])[CH3:24].O>N1C=CC=CC=1>[C:23]([NH:2][C:3]1[S:4][CH:5]=[C:6]([C:8]2[CH:9]=[CH:10][C:11]([O:14][CH2:15][C:16]3[CH:21]=[CH:20][C:19]([Cl:22])=[CH:18][CH:17]=3)=[CH:12][CH:13]=2)[N:7]=1)(=[O:25])[CH3:24]. Procedure: In 30 ml of pyridine was dissolved 2.0 g hydrochloride of 2-amino-4-[4-(4-chlorobenzyloxy)phenyl]thiazole, and 1.0 ml of acetic anhydride was added to the solution, followed by stirring at room temperature for 2 hours. Water was added and, the precipitating crystals were recovered by filtration, thus yielding 1.9 g (95.0%) of 2-acetylamino-4-[4-(4-chlorobenzyloxy)phenyl]thiazole. m.p., 239°-240° C. Reactants: CCCN, O=C(NC(Cc1ccccc1)C(O)C(=O)O)c1cccnc1-n1ccc(-c2ccccc2)n1. The product is CCCNC(=O)C(O)C(Cc1ccccc1)NC(=O)c1cccnc1-n1ccc(-c2ccccc2)n1. Reaction SMILES: [CH2:34]([CH2:35][CH3:36])[NH2:37].[OH:1][CH:2]([C:3](=[O:4])[OH:5])[CH:6]([CH2:7][c:8]1[cH:9][cH:10][cH:11][cH:12][cH:13]1)[NH:14][C:15]([c:16]1[c:17](-[n:22]2[n:23][c:24](-[c:27]3[cH:28][cH:29][cH:30][cH:31][cH:32]3)[cH:25][cH:26]2)[n:18][cH:19][cH:20][cH:21]1)=[O:33]>>[OH:1][CH:2]([C:3](=[O:5])[NH:37][CH2:34][CH2:35][CH3:36])[CH:6]([CH2:7][c:8]1[cH:9][cH:10][cH:11][cH:12][cH:13]1)[NH:14][C:15]([c:16]1[c:17](-[n:22]2[n:23][c:24](-[c:27]3[cH:28][cH:29][cH:30][cH:31][cH:32]3)[cH:25][cH:26]2)[n:18][cH:19][cH:20][cH:21]1)=[O:33]. Reported procedure: Sodium borohydride (0.05 g) was added in portions over 2 minutes to a stirred suspension of 3-(benzo[b]thiophen-4-yl)-5,6-dihydroimidazo[2,1-b]thiazole-2-carboxaldehyde (0.36 g) in methanol (10 ml), then the mixture was stirred at ambient temperature for 1.5 hours. The solvent was removed in vacuo then water (20 ml) and ethyl acetate (30 ml) were added and the mixture was stirred at ambient temperature for 2 hours. The aqueous phase was separated and washed with ethyl acetate (30 ml), then the c... Starting materials: [BH4-].[Na+] (Sodium borohydride), S1C2=C(C=C1)C(=CC=C2)C=2N1C(SC2C=O)=NCC1 (3-(benzo[b]thiophen-4-yl)-5,6-dihydroimidazo[2,1-b]thiazole-2-carboxaldehyde). Run at time 1.5 hour. The product is S1C2=C(C=C1)C(=CC=C2)C=2N1C(SC2CO)=NCC1 ([3-(benzo[b]thiophen-4-yl)-5,6-dihydroimidazo[2,1-b]thiazol-2-yl]methanol). The solvent is CO (methanol). Yield: 86.9%. Reaction SMILES: [BH4-].[Na+].[S:3]1[CH:7]=[CH:6][C:5]2[C:8]([C:12]3[N:13]4[CH2:21][CH2:20][N:19]=[C:14]4[S:15][C:16]=3[CH:17]=[O:18])=[CH:9][CH:10]=[CH:11][C:4]1=2>CO>[S:3]1[CH:7]=[CH:6][C:5]2[C:8]([C:12]3[N:13]4[CH2:21][CH2:20][N:19]=[C:14]4[S:15][C:16]=3[CH2:17][OH:18])=[CH:9][CH:10]=[CH:11][C:4]1=2 |f:0.1|. Conditions: temperature 0 celsius, time 10 minute. Starting materials: C(C(=O)C1=CC=CC=C1)OC([C@@H](NC(=O)OC(C)(C)C)[C@H](O)C)=O (N-tert-Butyloxycarbonylthreonine Phenacyl Ester), C(C1=CC=CC=C1)OC(=O)N([C@@H](CC1=CC=C(C=C1)OC)C(=O)O)C (N-Benzyloxycarbonyl-N,O-Dimethyl-L-tyrosine), C1CCC(CC1)N=C=NC2CCCCC2 (DCC). Reported procedure: To a solution of D3 (33.72 g, 100 mmol) in DCM at 0° C., DMAP (3.66 g, 30 mmol), and E1 (34.33 g, 100 mmol) were added. After stirring 10 min at 0° C., DCC (22.7 g, 110 mmol) was added. The reaction mixture was allowed to warm to room temperature and stirred overnight. Then the mixture was filtered and the filtrate concentrated to dryness. The residue was chased with ACN (100 ml), filtered again and the filtrate was concentrated. The residue was dissolved in EtOAc (200 ml) and partitioned succes... The product is C(C(=O)C1=CC=CC=C1)OC([C@@H](NC(=O)OC(C)(C)C)[C@H](OC([C@@H](N(C)C(=O)OCC1=CC=CC=C1)CC1=CC=C(C=C1)OC)=O)C)=O (O-(Benzyloxycarbonyl-N,O-dimethyl-L-tyrosyl)N-tert-Butyloxycarbonyl-L-threonine Phenacyl Ester). Run in C(Cl)Cl (DCM). The reagents and catalysts are CN(C)C=1C=CN=CC1 (DMAP). Reaction SMILES: [CH2:1]([O:10][C:11](=[O:24])[C@H:12]([C@@H:21]([CH3:23])[OH:22])[NH:13][C:14]([O:16][C:17]([CH3:20])([CH3:19])[CH3:18])=[O:15])[C:2]([C:4]1[CH:9]=[CH:8][CH:7]=[CH:6][CH:5]=1)=[O:3].[CH2:25]([O:32][C:33]([N:35]([CH3:49])[C@H:36]([C:46](O)=[O:47])[CH2:37][C:38]1[CH:43]=[CH:42][C:41]([O:44][CH3:45])=[CH:40][CH:39]=1)=[O:34])[C:26]1[CH:31]=[CH:30][CH:29]=[CH:28][CH:27]=1.C1CCC(N=C=NC2CCCCC2)CC1>C(Cl)Cl.CN(C1C=CN=CC=1)C>[CH2:1]([O:10][C:11](=[O:24])[C@H:12]([C@@H:21]([CH3:23])[O:22][C:46](=[O:47])[C@H:36]([CH2:37][C:38]1[CH:43]=[CH:42][C:41]([O:44][CH3:45])=[CH:40][CH:39]=1)[N:35]([C:33]([O:32][CH2:25][C:26]1[CH:31]=[CH:30][CH:29]=[CH:28][CH:27]=1)=[O:34])[CH3:49])[NH:13][C:14]([O:16][C:17]([CH3:19])([CH3:18])[CH3:20])=[O:15])[C:2]([C:4]1[CH:5]=[CH:6][CH:7]=[CH:8][CH:9]=1)=[O:3]. The yield is 98.8%.